From a dataset of the Open Reaction Database (ORD), a public repository of structured organic reaction records. describe an organic reaction: reactants, conditions, products, and yield Starting materials: ClC1=NC=2N([C@@H](C(N(C2C=N1)C)=O)CC)C1CCCC1 ((R)-2-Chloro-8-cyclopentyl-7-ethyl-5-methyl-7,8-dihydropteridin-6(5H)-one), C1(CC1)C=1NC=CN1 (2-cyclopropyl-1H-imidazole). Reagents/catalysts: [Pd] (palladium). Product: C1(CCCC1)N1[C@@H](C(N(C=2C=NC(=NC12)N1C(=NC=C1)C1CC1)C)=O)CC ((R)-8-cyclopentyl-2-(2-cyclopropyl-1H-imidazol-1-yl)-7-ethyl-5-methyl-7,8-dihydropteridin-6(5H)-one). RXN SMILES: Cl[C:2]1[N:11]=[CH:10][C:9]2[N:8]([CH3:12])[C:7](=[O:13])[C@@H:6]([CH2:14][CH3:15])[N:5]([CH:16]3[CH2:20][CH2:19][CH2:18][CH2:17]3)[C:4]=2[N:3]=1.[CH:21]1([C:24]2[NH:25][CH:26]=[CH:27][N:28]=2)[CH2:23][CH2:22]1>[Pd]>[CH:16]1([N:5]2[C:4]3[N:3]=[C:2]([N:25]4[CH:26]=[CH:27][N:28]=[C:24]4[CH:21]4[CH2:23][CH2:22]4)[N:11]=[CH:10][C:9]=3[N:8]([CH3:12])[C:7](=[O:13])[C@H:6]2[CH2:14][CH3:15])[CH2:20][CH2:19][CH2:18][CH2:17]1. Reported procedure: Intermediate B was reacted via palladium coupling with 2-cyclopropyl-1H-imidazole (synthesized according to U.S. Pat. No. 6,610,723, column 91, Example 409, the disclosure of which is hereby incorporated by reference with respect to this compound) to provide the title compound. 1H NMR (CD3OD) δ: 8.05 (s, 1H), 8.04 (d, J=2.2 Hz, 1H), 7.46 (d, J=2.2 Hz, 1H), 4.43 (pent, J=3.7 Hz, 2H), 3.40 (s, 3H), 3.21 (pent, J=3.3 Hz, 1H), 2.20-2.05 (m, 1H), 2.05-1.77 (m, 7H), 1.75-1.60 (m, 2H), 1.36 (d, J=7.5 H... Starting materials: Cl.C(C)(N)=N (acetimidamide hydrochloride), CO.C[O-].[Na+] (sodium methoxide methanol), C(#N)\C(\C)=C/1\C2=C(OCC3=C1C=CC(=C3)CC(C(=O)OCC)C(CCC)=O)C=C(C=C2)F ((E)-ethyl 2-{[11-(1-cyanoethylidene)-3-fluoro-6,11-dihydrodibenzo[b,e]oxepin-8-yl]methyl}-3-oxohexanoate). The solvent is CO (methanol). Conditions: time 2 hour. The product is FC=1C=CC\2=C(OCC3=C(/C2=C(\C#N)/C)C=CC(=C3)CC3=C(N=C(NC3=O)C)CCC)C1 ((E)-2-{3-fluoro-8-[(2-methyl-6-oxo-4-propyl-1,6-dihydropyrimidin-5-yl)methyl]dibenzo[b,e]oxepin-11(6H)-ylidene}propanenitrile). Yield: 82.5%. As a reaction SMILES: [C:1](/[C:3](=[C:5]1/[C:6]2[CH:31]=[CH:30][C:29]([F:32])=[CH:28][C:7]=2[O:8][CH2:9][C:10]2[CH:15]=[C:14]([CH2:16][CH:17]([C:23](=O)[CH2:24][CH2:25][CH3:26])[C:18]([O:20]CC)=O)[CH:13]=[CH:12][C:11]/1=2)/[CH3:4])#[N:2].Cl.[C:34](=[NH:37])([NH2:36])[CH3:35].CO.C[O-].[Na+]>CO>[F:32][C:29]1[CH:30]=[CH:31][C:6]2=[C:7]([CH:28]=1)[O:8][CH2:9][C:10]1[CH:15]=[C:14]([CH2:16][C:17]3[C:18](=[O:20])[NH:37][C:34]([CH3:35])=[N:36][C:23]=3[CH2:24][CH2:25][CH3:26])[CH:13]=[CH:12][C:11]=1/[C:5]/2=[C:3](/[CH3:4])\[C:1]#[N:2] |f:1.2,3.4.5|. Procedure: [step 2] (E)-ethyl 2-{[11-(1-cyanoethylidene)-3-fluoro-6,11-dihydrodibenzo[b,e]oxepin-8-yl]methyl}-3-oxohexanoate (1.18 g, 2.71 mmol) obtained in step 1 was dissolved in methanol (14 mL), acetimidamide hydrochloride (640 mg, 6.77 mmol) and 28% sodium methoxide methanol solution (1.83 mL, 9.48 mmol) were added, and the mixture was stirred at room temperature for 2 hr. The mixture was concentrated under reduced pressure, methanol was added to the obtained residue, and the precipitated crystals wer... Starting materials: CC1=C(C(=O)OC=2C3CCC(C(C2)=O)C3)C=CC(=C1SC)C(C(F)(F)F)(F)F (4-oxobicyclo[3.2.1]oct-2-en-2-yl 2-methyl-3-methylthio-4-pentafluoroethylbenzoate), ClC1=CC(=CC=C1)C(=O)OO (meta-chloroperbenzoic acid). Run in ClCCl (dichloromethane). The product is CC1=C(C(=O)OC=2C3CCC(C(C2)=O)C3)C=CC(=C1S(=O)C)C(C(F)(F)F)(F)F (4-oxobicyclo[3.2.1]oct-2-en-2-yl 2-methyl-3-methylsulfinyl-4-pentafluorethylbenzoate). Reaction SMILES: [CH3:1][C:2]1[C:19]([S:20][CH3:21])=[C:18]([C:22]([F:28])([F:27])[C:23]([F:26])([F:25])[F:24])[CH:17]=[CH:16][C:3]=1[C:4]([O:6][C:7]1[CH:8]2[CH2:15][CH:11]([C:12](=[O:14])[CH:13]=1)[CH2:10][CH2:9]2)=[O:5].ClC1C=CC=C(C(OO)=[O:37])C=1>ClCCl>[CH3:1][C:2]1[C:19]([S:20]([CH3:21])=[O:37])=[C:18]([C:22]([F:28])([F:27])[C:23]([F:25])([F:26])[F:24])[CH:17]=[CH:16][C:3]=1[C:4]([O:6][C:7]1[CH:8]2[CH2:15][CH:11]([C:12](=[O:14])[CH:13]=1)[CH2:10][CH2:9]2)=[O:5]. Procedure: 280 mg (90% by weight; 0.599 mmol) of 4-oxobicyclo[3.2.1]oct-2-en-2-yl 2-methyl-3-methylthio-4-pentafluoroethylbenzoate were introduced into 20 ml of dichloromethane and admixed with 134 mg (77% by weight; 0.599 mmol) of meta-chloroperbenzoic acid. The mixture was stirred at RT until monitoring of the reaction by thin-layer chromatography indicated complete conversion. For working up, the contents were washed once with 10% strength aqueous sodium hydrogensulfite solution, then twice with saturat... Reactants: CC(C)=O, CO, CCOCC, COc1ccc2c(c1)C1(CC1c1ccc3c(-c4ccc(N5CCNCC5)cc4)n[nH]c3c1)C(=O)N2, ClCCCl, O=C(O)C(F)(F)F. Product: COc1ccc2c(c1)C1(CC1c1ccc3c(-c4ccc(N5CCN(C(C)C)CC5)cc4)n[nH]c3c1)C(=O)N2. Reaction SMILES: [CH3:43][C:44]([CH3:45])=[O:46].[CH3:51][OH:52].[CH3:53][CH2:54][O:55][CH2:56][CH3:57].[CH3:8][O:9][c:10]1[cH:11][c:12]2[c:13]([cH:14][cH:15]1)[NH:16][C:17](=[O:42])[C:18]21[CH:19]([c:21]2[cH:22][cH:23][c:24]3[c:25](-[c:30]4[cH:31][cH:32][c:33]([N:36]5[CH2:37][CH2:38][NH:39][CH2:40][CH2:41]5)[cH:34][cH:35]4)[n:26][nH:27][c:28]3[cH:29]2)[CH2:20]1.[Cl:47][CH2:48][CH2:49][Cl:50].[F:1][C:2]([F:3])([F:4])[C:5]([OH:6])=[O:7]>>[CH3:8][O:9][c:10]1[cH:11][c:12]2[c:13]([cH:14][cH:15]1)[NH:16][C:17](=[O:42])[C:18]21[CH:19]([c:21]2[cH:22][cH:23][c:24]3[c:25](-[c:30]4[cH:31][cH:32][c:33]([N:36]5[CH2:37][CH2:38][N:39]([CH:44]([CH3:43])[CH3:45])[CH2:40][CH2:41]5)[cH:34][cH:35]4)[n:26][nH:27][c:28]3[cH:29]2)[CH2:20]1. Conditions: time 30 minute. Yields the product COCCOC=1C=C2C=C(NC2=C(C1)NS(=O)(=O)C1=NC=CC=C1)C=1SC(CN1)CN1CCS(CC1)=O (N-(5-(2-methoxyethoxy)-2-{5-[(1-oxidothiomorpholino)methyl]-4,5-dihydro-1,3-thiazol-2-yl}-1H-indol-7-yl)pyridine-2-sulfonamide). Procedure: To a solution of triphenylphosphine oxide (470 mg) in dichloromethane (3 mL) was added trifluoromethanesulfonic anhydride (480 mg) under ice-cooling, and the mixture was stirred for 30 min. A solution of N-[2-(benzylthio)-3-thiomorpholinopropyl]-5-(2-methoxyethoxy)-7-[(pyridin-2-ylsulfonyl)amino]-1H-indole-2-carboxamide (570 mg) and thioanisole (210 mg) in dichloromethane (20 mL) was added dropwise to the reaction mixture under ice-cooling, and the mixture was stirred for 3 hr under ice-cooling.... The solvent is ClCCl (dichloromethane), ClCCl (dichloromethane), O (Water), O1CCCC1 (tetrahydrofuran), O (water), C(C)O (ethanol). The reactants are S(=O)([O-])[O-].[Na+].[Na+] (sodium sulfite), C1(=CC=CC=C1)P(C1=CC=CC=C1)(C1=CC=CC=C1)=O (triphenylphosphine oxide), FC(S(=O)(=O)OS(=O)(=O)C(F)(F)F)(F)F (trifluoromethanesulfonic anhydride), OOS(=O)[O-].[K+] (OXONE), C(C1=CC=CC=C1)SC(CNC(=O)C=1NC2=C(C=C(C=C2C1)OCCOC)NS(=O)(=O)C1=NC=CC=C1)CN1CCSCC1 (N-[2-(benzylthio)-3-thiomorpholinopropyl]-5-(2-methoxyethoxy)-7-[(pyridin-2-ylsulfonyl)amino]-1H-indole-2-carboxamide), C1(=CC=CC=C1)SC (thioanisole). The yield is 6.1%. RXN SMILES: C1(P(=[O:20])(C2C=CC=CC=2)C2C=CC=CC=2)C=CC=CC=1.FC(F)(F)S(OS(C(F)(F)F)(=O)=O)(=O)=O.C([S:43][CH:44]([CH2:73][N:74]1[CH2:79][CH2:78][S:77][CH2:76][CH2:75]1)[CH2:45][NH:46][C:47]([C:49]1[NH:50][C:51]2[C:56]([CH:57]=1)=[CH:55][C:54]([O:58][CH2:59][CH2:60][O:61][CH3:62])=[CH:53][C:52]=2[NH:63][S:64]([C:67]1[CH:72]=[CH:71][CH:70]=[CH:69][N:68]=1)(=[O:66])=[O:65])=O)C1C=CC=CC=1.C1(SC)C=CC=CC=1.OOS([O-])=O.[K+].S([O-])([O-])=O.[Na+].[Na+]>ClCCl.O1CCCC1.O.C(O)C>[CH3:62][O:61][CH2:60][CH2:59][O:58][C:54]1[CH:55]=[C:56]2[C:51](=[C:52]([NH:63][S:64]([C:67]3[CH:72]=[CH:71][CH:70]=[CH:69][N:68]=3)(=[O:66])=[O:65])[CH:53]=1)[NH:50][C:49]([C:47]1[S:43][CH:44]([CH2:73][N:74]3[CH2:75][CH2:76][S:77](=[O:20])[CH2:78][CH2:79]3)[CH2:45][N:46]=1)=[CH:57]2 |f:4.5,6.7.8|. The reactants are CS(C)=O, CC(C)(C)[O-], Cl, [K+], CSc1ncc(C#N)c(N)n1, NO, NO. Product: CSc1ncc(C(N)=NO)c(N)n1. Reaction SMILES: [CH3:23][S:24](=[O:25])[CH3:26].[CH3:6][C:7]([CH3:8])([O-:9])[CH3:10].[ClH:3].[K+:11].[NH2:12][c:13]1[n:14][c:15]([S:21][CH3:22])[n:16][cH:17][c:18]1[C:19]#[N:20].[NH2:1][OH:2].[NH2:4][OH:5]>>[N:1]([OH:2])=[C:19]([c:18]1[c:13]([NH2:12])[n:14][c:15]([S:21][CH3:22])[n:16][cH:17]1)[NH2:20].